From a dataset of the Open Reaction Database (ORD), a public repository of structured organic reaction records. describe an organic reaction: reactants, conditions, products, and yield Reactants: Cl.C1(=CC=CC=C1)N(C(=O)C1=CC2=C(N(C(=N2)CNC2=C(C=C(C=C2)C(N)=N)OC)C)C=C1)CCC(=O)OCC (1-methyl-2-[N-(4-amidino-2-methoxyphenyl)aminomethyl]benzimidazol-5-yl-carboxylic acid-N-phenyl-N-(2-ethoxycarbonylethyl)amide hydrochloride), ClC(=O)OCCCCCCC (n-heptyl chloroformate), C37H46N6O6. Run in ClCCl.C(C)O (dichloromethane ethanol). The product is C1(=CC=CC=C1)N(C(=O)C1=CC2=C(N(C(=N2)CNC2=C(C=C(C=C2)C(NC(=O)OCCCCCCC)=N)OC)C)C=C1)CCC(=O)OCC (1-Methyl-2-[N-(4-n-heptyloxycarbonylamidino-2-methoxyphenyl)aminomethyl]benzimidazol-5-yl-carboxylic acid-N-phenyl-N-(2-ethoxycarbonylethyl)amide). Yield: 68.0%. RXN SMILES: Cl.[C:2]1([N:8]([CH2:34][CH2:35][C:36]([O:38][CH2:39][CH3:40])=[O:37])[C:9]([C:11]2[CH:33]=[CH:32][C:14]3[N:15]([CH3:31])[C:16]([CH2:18][NH:19][C:20]4[CH:25]=[CH:24][C:23]([C:26](=[NH:28])[NH2:27])=[CH:22][C:21]=4[O:29][CH3:30])=[N:17][C:13]=3[CH:12]=2)=[O:10])[CH:7]=[CH:6][CH:5]=[CH:4][CH:3]=1.Cl[C:42]([O:44][CH2:45][CH2:46][CH2:47][CH2:48][CH2:49][CH2:50][CH3:51])=[O:43]>ClCCl.C(O)C>[C:2]1([N:8]([CH2:34][CH2:35][C:36]([O:38][CH2:39][CH3:40])=[O:37])[C:9]([C:11]2[CH:33]=[CH:32][C:14]3[N:15]([CH3:31])[C:16]([CH2:18][NH:19][C:20]4[CH:25]=[CH:24][C:23]([C:26](=[NH:27])[NH:28][C:42]([O:44][CH2:45][CH2:46][CH2:47][CH2:48][CH2:49][CH2:50][CH3:51])=[O:43])=[CH:22][C:21]=4[O:29][CH3:30])=[N:17][C:13]=3[CH:12]=2)=[O:10])[CH:3]=[CH:4][CH:5]=[CH:6][CH:7]=1 |f:0.1,3.4|. Procedure details: Prepared analogously to Example 90 from 1-methyl-2-[N-(4-amidino-2-methoxyphenyl)aminomethyl]benzimidazol-5-yl-carboxylic acid-N-phenyl-N-(2-ethoxycarbonylethyl)amide hydrochloride and n-heptyl chloroformate. Yield: 68% of theory, C37H46N6O6 (670.8); Rf value: 0.56 (silica gel; dichloromethane/ethanol=9:1); EKA mass spectrum: (M+H)+=671; (M+H+Na)++=347.4. The reactants are C(C)(C)(C)C1=C(C=CC(=C1)C(C)(C)C)O (2,4-di-tert-butylphenol), ClP(C1=CC=CC=C1)Cl (dichlorophenylphosphine), Cl (hydrochloric acid), ice. The solvent is C(C)N(CC)CC (triethylamine), C1=CC=CC=C1 (benzene). The product is C1(=CC=CC=C1)P(OC1=C(C=C(C=C1)C(C)(C)C)C(C)(C)C)OC1=C(C=C(C=C1)C(C)(C)C)C(C)(C)C (O,O'-Bis-(2,4-di-tert-butylphenyl) phenylphosphonite). RXN SMILES: [C:1]([C:5]1[CH:10]=[C:9]([C:11]([CH3:14])([CH3:13])[CH3:12])[CH:8]=[CH:7][C:6]=1[OH:15])([CH3:4])([CH3:3])[CH3:2].Cl[P:17](Cl)[C:18]1[CH:23]=[CH:22][CH:21]=[CH:20][CH:19]=1.Cl>C(N(CC)CC)C.C1C=CC=CC=1>[C:18]1([P:17]([O:15][C:6]2[CH:7]=[CH:8][C:9]([C:11]([CH3:13])([CH3:12])[CH3:14])=[CH:10][C:5]=2[C:1]([CH3:4])([CH3:3])[CH3:2])[O:15][C:6]2[CH:7]=[CH:8][C:9]([C:11]([CH3:14])([CH3:13])[CH3:12])=[CH:10][C:5]=2[C:1]([CH3:4])([CH3:3])[CH3:2])[CH:23]=[CH:22][CH:21]=[CH:20][CH:19]=1. Procedure details: To a solution of 42.4 grams of 2,4-di-tert-butylphenol in 101 grams of triethylamine was added dropwise over a 15-minute period 17.9 grams of dichlorophenylphosphine. The reaction mixwas then heated for 6 hours at 65°-70° C. After cooling to room temperature, the reaction mixture was diluted with 50 ml of benzene and poured onto a rapidly stirred mixture of 70 grams of concentrated hydrochloric acid and 200 grams of chopped ice. The product was then isolated as in Example 17 with the product cry...